Dataset: the Open Reaction Database (ORD), a public repository of structured organic reaction records. Task: describe an organic reaction: reactants, conditions, products, and yield Reactants: CN1CCOCC1, COc1ccc(C(CC=CC=CC(=O)O)OC)cc1, [Cl-], ClCCl, Nc1ccccc1N. Product: COc1ccc(C(CC=CC=CC(=O)Nc2ccccc2N)OC)cc1. As a reaction SMILES: [CH3:29][N:30]1[CH2:31][CH2:32][O:33][CH2:34][CH2:35]1.[CH3:2][O:3][CH:4]([CH2:5][CH:6]=[CH:7][CH:8]=[CH:9][C:10](=[O:11])[OH:12])[c:13]1[cH:14][cH:15][c:16]([O:19][CH3:20])[cH:17][cH:18]1.[Cl-:1].[Cl:36][CH2:37][Cl:38].[NH2:21][c:22]1[cH:23][cH:24][cH:25][cH:26][c:27]1[NH2:28]>>[CH3:2][O:3][CH:4]([CH2:5][CH:6]=[CH:7][CH:8]=[CH:9][C:10](=[O:12])[NH:28][c:27]1[c:22]([NH2:21])[cH:23][cH:24][cH:25][cH:26]1)[c:13]1[cH:14][cH:15][c:16]([O:19][CH3:20])[cH:17][cH:18]1. Procedure: A mixture of 3-chloro-5-[3-fluoro-2-(2-methyl-2H-tetrazol-5-yl)phenyl]pyridine (2.90 g, 9.98 mmol) and 3-chloroperoxybenzoic acid (2.238 g, 12.97 mmol) in 40 mL CH2Cl2 was stirred at room temperature overnight. Additional 3-chloroperoxybenzoic acid (861 mg, 4.99 mmol) was added in the morning to drive the reaction to completion. The solution was washed with 0.5 N NaOH and brine, dried over Na2SO4, filtered and concentrated under vacuum to provide 3-chloro-5-[3-fluoro-2-(2-methyl-2H-tetrazol-5-yl... Yields the product ClC=1C=[N+](C=C(C1)C1=C(C(=CC=C1)F)C=1N=NN(N1)C)[O-] (3-chloro-5-[3-fluoro-2-(2-methyl-2H-tetrazol-5-yl)phenyl]pyridine 1-oxide). Reactants: ClC=1C=NC=C(C1)C1=C(C(=CC=C1)F)C=1N=NN(N1)C (3-chloro-5-[3-fluoro-2-(2-methyl-2H-tetrazol-5-yl)phenyl]pyridine), ClC=1C=C(C(=O)OO)C=CC1 (3-chloroperoxybenzoic acid), ClC=1C=C(C(=O)OO)C=CC1 (3-chloroperoxybenzoic acid). The solvent is C(Cl)Cl (CH2Cl2). Run at time 8 hour. RXN SMILES: [Cl:1][C:2]1[CH:3]=[N:4][CH:5]=[C:6]([C:8]2[CH:13]=[CH:12][CH:11]=[C:10]([F:14])[C:9]=2[C:15]2[N:16]=[N:17][N:18]([CH3:20])[N:19]=2)[CH:7]=1.ClC1C=C(C=CC=1)C(OO)=[O:26]>C(Cl)Cl>[Cl:1][C:2]1[CH:3]=[N+:4]([O-:26])[CH:5]=[C:6]([C:8]2[CH:13]=[CH:12][CH:11]=[C:10]([F:14])[C:9]=2[C:15]2[N:16]=[N:17][N:18]([CH3:20])[N:19]=2)[CH:7]=1. Reactants: N, [B-](CC)(CC)CC.[K+], C1CN(C[C@@H](C1=O)O)S(=O)(=O)C. The reagents and catalysts are c1ccc(cc1)-c2c3ccccc3cc4ccccc24 (9-Phenylanthracene). Conditions: temperature 25 celsius, time 18 hour. Yields the product CS(=O)(=O)N1CC[C@@H](N)[C@H](O)C1. As a reaction SMILES: [CH3:1][S:2]([N:5]1[CH2:11][C@H:9]([OH:10])[C:8](=O)[CH2:7][CH2:6]1)(=[O:4])=[O:3].[NH3:12].[K+].CC[BH-](CC)CC>>[CH3:1][S:2]([N:5]1[CH2:11][C@@H:9]([OH:10])[C@H:8]([NH2:12])[CH2:7][CH2:6]1)(=[O:4])=[O:3]. The reactants are CC#N, Cl, C1CCOC1, CCOC(=O)c1ccc(NC(=O)C(C)Oc2cccc3ccccc23)cc1. Product: CCOC(=O)c1ccc(NCC(C)Oc2cccc3ccccc23)cc1. Reaction SMILES: [CH3:29][C:30]#[N:31].[ClH:28].[O:32]1[CH2:33][CH2:34][CH2:35][CH2:36]1.[c:1]1([O:11][CH:12]([C:13](=[O:14])[NH:15][c:16]2[cH:17][cH:18][c:19]([C:20](=[O:21])[O:22][CH2:23][CH3:24])[cH:25][cH:26]2)[CH3:27])[cH:2][cH:3][cH:4][c:5]2[cH:6][cH:7][cH:8][cH:9][c:10]12>>[c:1]1([O:11][CH:12]([CH2:13][NH:15][c:16]2[cH:17][cH:18][c:19]([C:20](=[O:21])[O:22][CH2:23][CH3:24])[cH:25][cH:26]2)[CH3:27])[cH:2][cH:3][cH:4][c:5]2[cH:6][cH:7][cH:8][cH:9][c:10]12. The reactants are IC1=CC=C(C(=O)OCC)C=C1 (ethyl 4-Iodobenzoate), FC=1C=C(C=CC1)C#C (3-fluorophenylacetylene), C(C)NCC (diethylamine), [Li+].[OH-] (LiOH), Cl (HCl). The reagents and catalysts are C=1C=CC(=CC1)[P](C=2C=CC=CC2)(C=3C=CC=CC3)[Pd]([P](C=4C=CC=CC4)(C=5C=CC=CC5)C=6C=CC=CC6)([P](C=7C=CC=CC7)(C=8C=CC=CC8)C=9C=CC=CC9)[P](C=1C=CC=CC1)(C=1C=CC=CC1)C=1C=CC=CC1 (Pd(Ph3P)4), [Cu]I (CuI). The solvent is O (water), CN(C)C=O (DMF), EtOAc hexanes. Conditions: temperature 60 celsius, time 4 hour. The product is FC=1C=C(C=CC1)C#CC1=CC=C(C(=O)O)C=C1 (4-((3-fluorophenyl)ethynyl)benzoic acid). Reaction SMILES: I[C:2]1[CH:12]=[CH:11][C:5]([C:6]([O:8]CC)=[O:7])=[CH:4][CH:3]=1.[F:13][C:14]1[CH:15]=[C:16]([C:20]#[CH:21])[CH:17]=[CH:18][CH:19]=1.C(NCC)C.[Li+].[OH-].Cl>CN(C=O)C.O.C1C=CC([P]([Pd]([P](C2C=CC=CC=2)(C2C=CC=CC=2)C2C=CC=CC=2)([P](C2C=CC=CC=2)(C2C=CC=CC=2)C2C=CC=CC=2)[P](C2C=CC=CC=2)(C2C=CC=CC=2)C2C=CC=CC=2)(C2C=CC=CC=2)C2C=CC=CC=2)=CC=1.[Cu]I>[F:13][C:14]1[CH:15]=[C:16]([C:20]#[C:21][C:2]2[CH:3]=[CH:4][C:5]([C:6]([OH:8])=[O:7])=[CH:11][CH:12]=2)[CH:17]=[CH:18][CH:19]=1 |f:3.4,^1:39,41,60,79|. Procedure: To a solution of ethyl 4-Iodobenzoate (10.0 g, 36.2 mmol) in DMF (30 mL) was added 3-fluorophenylacetylene (5.22 g, 43.4 mmol), Pd(Ph3P)4 (1.04 g, 0.91 mmol), CuI (346 mg, 1.82 mmol) and diethylamine (6 mL). The reaction vessel was sealed and heated at 60° C. for 1 h in a microwave reactor. The reaction was cooled to room temperature, diluted with EtOAc:hexanes (2:1, 250 mL) and washed with water (2×200 mL) and brine (200 mL). The organic phase was dried over MgSO4, filtered and concentrated und...